From a dataset of the Open Reaction Database (ORD), a public repository of structured organic reaction records. describe an organic reaction: reactants, conditions, products, and yield Starting materials: Br (hydrobromic acid), COC1=C(N(S(C2=C1C=CC=C2)(=O)=O)C)C(=O)NC=2SC(=CN2)C (4-methoxy-2-methyl-N-(5-methyl-2-thiazolyl)-2H-1,2-benzothiazine-3-caboxamide-1,1-dioxide). Run in C(C)(=O)O (acetic acid). Reaction conditions: time 24 hour. Product: OC1=C(N(S(C2=C1C=CC=C2)(=O)=O)C)C(=O)NC=2SC(=CN2)C (4-hydroxy-2-methyl-N-(5-methyl-2-thiazolyl)-2H-1,2-benzothiazine-3-carboxamide-1,1-dioxide). RXN SMILES: Br.C[O:3][C:4]1[C:9]2[CH:10]=[CH:11][CH:12]=[CH:13][C:8]=2[S:7](=[O:15])(=[O:14])[N:6]([CH3:16])[C:5]=1[C:17]([NH:19][C:20]1[S:21][C:22]([CH3:25])=[CH:23][N:24]=1)=[O:18]>C(O)(=O)C>[OH:3][C:4]1[C:9]2[CH:10]=[CH:11][CH:12]=[CH:13][C:8]=2[S:7](=[O:15])(=[O:14])[N:6]([CH3:16])[C:5]=1[C:17]([NH:19][C:20]1[S:21][C:22]([CH3:25])=[CH:23][N:24]=1)=[O:18]. Reported procedure: 0.5 ml of 48% hydrobromic acid and 1 ml of glacial acetic acid were added to 0.2 gm (0.55 millimols) of 4-methoxy-2-methyl-N-(5-methyl-2-thiazolyl)-2H-1,2-benzothiazine-3-caboxamide-1,1-dioxide. After standing for 24 hours, the reaction mixture was heated for two hours on a water bath and was subsequently evaporated in vacuo to dryness. The residue was dissolved in methylene chloride, and the solution was washed with water. After drying and evaporating of the organic phase, 4-hydroxy-2-methyl-N-... Reactants: COS(=O)(=O)[O-].[N+](=O)([O-])C1=C(C=CC2=[N+](C=CC=C2)C)C=CC=C1 (2-(2-Nitrostyrenyl)-1-methyl-pyridinium Methyl Sulfate), NC1=C(CCC2N(CCCC2)C)C=CC=C1 (2-(2-Aminophenethyl)-1-methylpiperidine), C(C1=CC=C(C=C1)OC)(=O)Cl (anisoyl chloride), CC(=O)C (acetone), NC1=C(CCC2N(CCCC2)C)C=CC=C1 (2-(2-Aminophenethyl)-1-methylpiperidine), COS(=O)(=O)[O-].[N+](=O)([O-])C1=C(C=CC2=[N+](C=CC=C2)C)C=CC=C1 (2-(2-Nitrostyrenyl)-1-methyl-pyridinium Methyl Sulfate), ( c ), ( d ). Reagents/catalysts: [Pt] (platinum). Run in acetic acid, acetic anhydride, C(C)(=O)[O-].[K+] (potassium acetate), C(C)#N (acetonitrile). Yields the product C2-5 alkanol, CN1CCCCC1CCC=2C=CC=CC2NC(=O)C=3C=CC(=CC3)OC.Cl (encainide hydrochloride). Reaction SMILES: COS([O-])(=O)=O.[N+:7]([C:10]1[CH:24]=[CH:23][CH:22]=[CH:21][C:11]=1[CH:12]=[CH:13][C:14]1[CH:19]=[CH:18][CH:17]=[CH:16][N+:15]=1[CH3:20])([O-])=O.NC1C=CC=CC=1CCC1CCCCN1C.[C:41]([Cl:51])(=[O:50])[C:42]1[CH:47]=[CH:46][C:45]([O:48][CH3:49])=[CH:44][CH:43]=1.CC(C)=O>C([O-])(=O)C.[K+].[Pt].C(#N)C>[CH3:20][N:15]1[CH:14]([CH2:13][CH2:12][C:11]2[CH:21]=[CH:22][CH:23]=[CH:24][C:10]=2[NH:7][C:41]([C:42]2[CH:43]=[CH:44][C:45]([O:48][CH3:49])=[CH:46][CH:47]=2)=[O:50])[CH2:19][CH2:18][CH2:17][CH2:16]1.[ClH:51] |f:0.1,5.6,9.10|. Procedure details: A process for preparing 4-methoxy-2'-[2-(1-methyl-2-piperidyl) ethyl]benzanilide (I) as the hydrochloride salt ##STR4## which comprises (a) combining α-picoline and dimethylsulfate to form the picolinium methyl sulfate salt (V) ##STR5## which is then reacted with o-nitrobenzaldehyde to produce 1-(2-nitrophenyl)-2-[2-1-methyl) pyridinium methyl sulfate]-ethanol (IV) ##STR6## (b) dehydrating (IV) by heating in a mixture of acetic acid, acetic anhydride and potassium acetate to yield 2-(2-nitrostyr... Reactants: ClC1=CC2=C(N=C(NS2(=O)=O)SC)C=C1 (7-chloro-3-methylthio-2H-1,2,4-benzothiadiazine 1,1-dioxide), CN1CCNCC1 (1-methylpiperazine). Reaction conditions: temperature 140 celsius, time 2 hour. The product is ClC1=CC2=C(N=C(NS2(=O)=O)N2CCN(CC2)C)C=C1 (7-Chloro-3-(4-methyl-1-piperazinyl)-2H-1,2,4-benzothiadiazine 1,1-dioxide). The yield is 89.7%. Reaction SMILES: [Cl:1][C:2]1[CH:15]=[CH:14][C:5]2[N:6]=[C:7](SC)[NH:8][S:9](=[O:11])(=[O:10])[C:4]=2[CH:3]=1.[CH3:16][N:17]1[CH2:22][CH2:21][NH:20][CH2:19][CH2:18]1>>[Cl:1][C:2]1[CH:15]=[CH:14][C:5]2[N:6]=[C:7]([N:20]3[CH2:21][CH2:22][N:17]([CH3:16])[CH2:18][CH2:19]3)[NH:8][S:9](=[O:11])(=[O:10])[C:4]=2[CH:3]=1. Procedure details: A mixture of 3.2 g of 7-chloro-3-methylthio-2H-1,2,4-benzothiadiazine 1,1-dioxide and 1.1 g of 1-methylpiperazine is heated with stirring in an oil bath at 140° C. for 2 hours. After cooling, the resultant solid is recrystallized from a mixture of dimethylformamide and water to give 3.1 g of the desired product, m.p. above 300° C. RXN SMILES: [Br-].[CH3:2][C:3]1([CH3:30])[CH2:7][CH2:6][C:5]([CH3:9])([CH3:8])[CH:4]1[CH2:10][P+](C1C=CC=CC=1)(C1C=CC=CC=1)C1C=CC=CC=1.C([Li])(CC)C.[CH2:36]([O:43][C:44]([C:46]([NH2:59])([C:49]([O:51][CH2:52][C:53]1[CH:58]=[CH:57][CH:56]=[CH:55][CH:54]=1)=[O:50])[CH:47]=O)=[O:45])[C:37]1[CH:42]=[CH:41][CH:40]=[CH:39][CH:38]=1.O>O1CCCC1.C1CCCCC1>[C:49]([C:46]([NH2:59])([CH:47]=[CH:10][CH:4]1[C:5]([CH3:8])([CH3:9])[CH2:6][CH2:7][C:3]1([CH3:2])[CH3:30])[C:44]([O:43][CH2:36][C:37]1[CH:42]=[CH:41][CH:40]=[CH:39][CH:38]=1)=[O:45])([O:51][CH2:52][C:53]1[CH:58]=[CH:57][CH:56]=[CH:55][CH:54]=1)=[O:50] |f:0.1|. Conditions: time 1 hour. The solvent is C1CCCCC1 (cyclohexane), O1CCCC1 (tetrahydrofuran), O1CCCC1 (tetrahydrofuran). Starting materials: C(C)(CC)[Li] (Sec-Butyllithium), C(C1=CC=CC=C1)OC(=O)C(C=O)(C(=O)OCC1=CC=CC=C1)N (2-benzyloxycarbonyl-2-CBZ-aminoacetaldehyde), O (water), [Br-].CC1(C(C(CC1)(C)C)C[P+](C1=CC=CC=C1)(C1=CC=CC=C1)C1=CC=CC=C1)C (2,2,5,5-tetramethyl cyclopentylmethyl triphenylphosphonium bromide). Product: alkene, C(=O)(OCC1=CC=CC=C1)C(C(=O)OCC1=CC=CC=C1)(C=CC1C(CCC1(C)C)(C)C)N (benzyl 2-CBZ-amino-4-(2,2,5,5-tetramethylcyclopentyl)-3-butenoate). Procedure details: The 2,2,5,5-tetramethyl cyclopentylmethyl triphenylphosphonium bromide is suspended in tetrahydrofuran at 0° C. under argon. Sec-Butyllithium in cyclohexane is added followed by a solution of 2-benzyloxycarbonyl-2-CBZ-aminoacetaldehyde in tetrahydrofuran. After one hour, water is added to the reaction mixture. The organic layer is separated, washed with water and dried over MgSO4 and evaporated to yield the alkene, benzyl 2-CBZ-amino-4-(2,2,5,5-tetramethylcyclopentyl)-3-butenoate.